From a dataset of the Open Reaction Database (ORD), a public repository of structured organic reaction records. describe an organic reaction: reactants, conditions, products, and yield The reactants are COc1ccnc(C(=O)O)c1OCc1ccccc1, CO, Cl. Yields the product Cl, COc1ccnc(C(=O)O)c1O. RXN SMILES: [CH2:1]([c:2]1[cH:3][cH:4][cH:5][cH:6][cH:7]1)[O:8][c:9]1[c:10]([C:17](=[O:18])[OH:19])[n:11][cH:12][cH:13][c:14]1[O:15][CH3:16].[CH3:21][OH:22].[ClH:20]>>[ClH:20].[OH:8][c:9]1[c:10]([C:17](=[O:18])[OH:19])[n:11][cH:12][cH:13][c:14]1[O:15][CH3:16]. The reactants are C([O-])([O-])=O.[Na+].[Na+] (sodium carbonate), C(C)(=O)O[BH-](OC(C)=O)OC(C)=O.[Na+] (sodium triacetoxyborohydride), N[C@H](C(=O)OC(C)(C)C)[C@@H](O)[C@H]1O[C@H]([C@@H]([C@@H]1O[Si](C)(C)C(C)(C)C)O[Si](C)(C)C(C)(C)C)N1C(N(C(C=C1)=O)CC1=CC=C(C=C1)OC)=O (tert-butyl (2S,3R)-2-amino-3-[(2R,3R,4R,5R)-3,4-bis{[tert-butyl-(dimethyl)silyl]oxy}-5-(3-(4-methoxybenzyl)-2,4-dioxo-3,4-dihydro-1(2H)-pyrimidinyl)-tetrahydro-2-furanyl]-3-hydroxy-propanoate), C(C1=CC=CC=C1)OC(N[C@@H](CC(C)C)C(NCCC=O)=O)=O ([(1S)-3-methyl-1-(3-oxo-propylcarbamoyl)-butyl]-carbamic acid benzyl ester). Reagents/catalysts: C(C)(=O)O (Acetic acid). Run in O1CCCC1 (tetrahydrofuran). Run at time 3.5 hour. Product: [Si](C)(C)(C(C)(C)C)O[C@@H]1C(O[C@H]([C@@H]1O[Si](C)(C)C(C)(C)C)N1C(N(C(C=C1)=O)CC1=CC=C(C=C1)OC)=O)[C@@H]([C@H](NCCCNC([C@@H](NC(OCC1=CC=CC=C1)=O)CC(C)C)=O)C(=O)OC(C)(C)C)O (tert-butyl (5S,12S)-12-[(R)-[(3R,4R,5R)-3,4-bis{[tert-butyl(dimethyl)silyl]oxy}-5-(3-(4-methoxybenzyl)-2,4-dioxo-3,4-dihydro-1(2H)-pyrimidinyl)tetrahydro-2-furanyl](hydroxy)methyl]-5-isobutyl-3,6-dioxo-1-phenyl-2-oxa-4,7,11-triazatridecan-13-oate). Yield: 97.1%. Reaction SMILES: [NH2:1][C@@H:2]([C@H:10]([C@@H:12]1[C@@H:16]([O:17][Si:18]([C:21]([CH3:24])([CH3:23])[CH3:22])([CH3:20])[CH3:19])[C@@H:15]([O:25][Si:26]([C:29]([CH3:32])([CH3:31])[CH3:30])([CH3:28])[CH3:27])[C@H:14]([N:33]2[CH:38]=[CH:37][C:36](=[O:39])[N:35]([CH2:40][C:41]3[CH:46]=[CH:45][C:44]([O:47][CH3:48])=[CH:43][CH:42]=3)[C:34]2=[O:49])[O:13]1)[OH:11])[C:3]([O:5][C:6]([CH3:9])([CH3:8])[CH3:7])=[O:4].[CH2:50]([O:57][C:58](=[O:72])[NH:59][C@H:60]([C:65](=[O:71])[NH:66][CH2:67][CH2:68][CH:69]=O)[CH2:61][CH:62]([CH3:64])[CH3:63])[C:51]1[CH:56]=[CH:55][CH:54]=[CH:53][CH:52]=1.C(O[BH-](OC(=O)C)OC(=O)C)(=O)C.[Na+].C(=O)([O-])[O-].[Na+].[Na+]>O1CCCC1.C(O)(=O)C>[Si:18]([O:17][C@H:16]1[C@@H:15]([O:25][Si:26]([C:29]([CH3:32])([CH3:31])[CH3:30])([CH3:27])[CH3:28])[C@H:14]([N:33]2[CH:38]=[CH:37][C:36](=[O:39])[N:35]([CH2:40][C:41]3[CH:46]=[CH:45][C:44]([O:47][CH3:48])=[CH:43][CH:42]=3)[C:34]2=[O:49])[O:13][CH:12]1[C@H:10]([OH:11])[C@@H:2]([C:3]([O:5][C:6]([CH3:7])([CH3:9])[CH3:8])=[O:4])[NH:1][CH2:69][CH2:68][CH2:67][NH:66][C:65](=[O:71])[C@H:60]([CH2:61][CH:62]([CH3:64])[CH3:63])[NH:59][C:58](=[O:72])[O:57][CH2:50][C:51]1[CH:52]=[CH:53][CH:54]=[CH:55][CH:56]=1)([C:21]([CH3:22])([CH3:23])[CH3:24])([CH3:20])[CH3:19] |f:2.3,4.5.6|. Procedure details: A solution of tert-butyl (2S,3R)-2-amino-3-[(2R,3R,4R,5R)-3,4-bis{[tert-butyl-(dimethyl)silyl]oxy}-5-(3-(4-methoxybenzyl)-2,4-dioxo-3,4-dihydro-1(2H)-pyrimidinyl)-tetrahydro-2-furanyl]-3-hydroxy-propanoate (200 mg, 0.277 mmol, obtained from Reference Example 6) and [(1S)-3-methyl-1-(3-oxo-propylcarbamoyl)-butyl]-carbamic acid benzyl ester (111 mg, 0.35 mmol, obtained from Reference Example 16) in anhydrous tetrahydrofuran (4 ml) was stirred at room temperature under a nitrogen atmosphere for 15 ... Reactants: FC1=CC=C(CN2C3=C(C=4C=CC=CC24)C[C@@H]2N(C3)C(N(C2=O)CCC(=O)O)=O)C=C1 ((S)-3-(6-(4-fluorobenzyl)-1,3-dioxo-5,6,11,11a-tetrahydro-1H-imidazo [1′,5′:1,6]pyrido[3,4-b]indol-2(3H)-yl)propanoic acid), [OH-].[Na+] (NaOH). Run in O1CCCC1 (tetrahydrofuran). Product: [Na+].FC1=CC=C(CN2C3=C(C=4C=CC=CC24)C[C@@H]2N(C3)C(N(C2=O)CCC(=O)[O-])=O)C=C1 ((S)-3-(6-(4-fluorobenzyl)-1,3-dioxo-5,6,11,11a-tetrahydro-1H-imidazo[1′,5′:1,6]pyrido[3,4-b]indol-2(3H)-yl)propanoic acid sodium salt). The yield is 110.9%. As a reaction SMILES: [F:1][C:2]1[CH:31]=[CH:30][C:5]([CH2:6][N:7]2[C:15]3[CH:14]=[CH:13][CH:12]=[CH:11][C:10]=3[C:9]3[CH2:16][C@H:17]4[C:22](=[O:23])[N:21]([CH2:24][CH2:25][C:26]([OH:28])=[O:27])[C:20](=[O:29])[N:18]4[CH2:19][C:8]2=3)=[CH:4][CH:3]=1.[OH-].[Na+:33]>O1CCCC1>[Na+:33].[F:1][C:2]1[CH:31]=[CH:30][C:5]([CH2:6][N:7]2[C:15]3[CH:14]=[CH:13][CH:12]=[CH:11][C:10]=3[C:9]3[CH2:16][C@H:17]4[C:22](=[O:23])[N:21]([CH2:24][CH2:25][C:26]([O-:28])=[O:27])[C:20](=[O:29])[N:18]4[CH2:19][C:8]2=3)=[CH:4][CH:3]=1 |f:1.2,4.5|. Procedure details: (S)-3-(6-(4-fluorobenzyl)-1,3-dioxo-5,6,11,11a-tetrahydro-1H-imidazo[1′,5′:1,6]pyrido[3,4-b]indol-2(3H)-yl)propanoic acid (A) (40.35 g, 95.7 mmol) dissolved in tetrahydrofuran (960 mL) in 2 L round bottom flask equipped with addition funnel was degassed and cooled in ice water bath. 1M NaOH (86.2 mL, 86.2 mmol) was added dropwise over 3 hr at 0° C. The solvent removed under reduce pressure to afford (S)-3-(6-(4-fluorobenzyl)-1,3-dioxo-5,6,11,11a-tetrahydro-1H-imidazo[1′,5′:1,6]pyrido[3,4-b]indol... The reactants are Br.ClC1(C2NCC(C=C2)C1)C(=O)OC (7-chloro-7-methoxycarbonyl-2-azabicyclo[2.2.2]oct-5-ene hydrobromide). Reagents/catalysts: [Pd] (palladium-on-charcoal). Solvent: CO (methanol), CO (methanol). Reaction conditions: time 8 hour. The product is Br.ClC1(CC2CNC1CC2)C(=O)OC (6-Chloro-6-methoxycarbonyl-2-azabicyclo[2.2.2]octane hydrobromide). As a reaction SMILES: [BrH:1].[Cl:2][C:3]1([C:11]([O:13][CH3:14])=[O:12])[CH2:10][CH:7]2[CH:8]=[CH:9][CH:4]1[NH:5][CH2:6]2>[Pd].CO>[BrH:1].[Cl:2][C:3]1([C:11]([O:13][CH3:14])=[O:12])[CH:4]2[CH2:9][CH2:8][CH:7]([CH2:6][NH:5]2)[CH2:10]1 |f:0.1,4.5|. Reported procedure: 8.5 g. (0.03 moles) of 7-chloro-7-methoxycarbonyl-2-azabicyclo[2.2.2]oct-5-ene hydrobromide are dissolved in 85 ml. of methanol. 0.85 g. of a 10% palladium-on-charcoal catalyst are prehydrogenated in 15 ml. of methanol, and a clear solution of the starting material to be hydrogenated is added in a closed system. Hydrogenation is carried out in a closed system, the progress of the reaction is monitored by measuring the hydrogen consumption. When the calculated amount of hydrogen is used up, the r... Reactants: COC(C1=C(C(=CC=C1)[N+](=O)[O-])N(C(C(F)(F)F)=O)C)=O (2-[methyl-(2,2,2-trifluoro-acetyl)-amino]-3-nitro-benzoic acid methyl ester), [OH-].[Na+] (NaOH), Cl (HCl). The solvent is C1CCOC1 (THF). Reaction conditions: temperature 50 celsius. The product is CNC1=C(C(=O)O)C=CC=C1[N+](=O)[O-] (2-methylamino-3-nitro-benzoic acid). Reaction SMILES: C[O:2][C:3](=[O:21])[C:4]1[CH:9]=[CH:8][CH:7]=[C:6]([N+:10]([O-:12])=[O:11])[C:5]=1[N:13](C)[C:14](=O)C(F)(F)F.[OH-].[Na+].Cl>C1COCC1>[CH3:14][NH:13][C:5]1[C:6]([N+:10]([O-:12])=[O:11])=[CH:7][CH:8]=[CH:9][C:4]=1[C:3]([OH:21])=[O:2] |f:1.2|. Reported procedure: A mixture of 2-[methyl-(2,2,2-trifluoro-acetyl)-amino]-3-nitro-benzoic acid methyl ester (1.7 g, 5.5 mmol) and 5 M aqueous NaOH (5 mL) in THF (10 mL) was stirred at 50° C. for several hours. The mixture was acidified with 4 M HCl and extracted with EtOAc to provide 2-methylamino-3-nitro-benzoic acid. MS m/z: 197.0 (M+H)+. Starting materials: O=C(Cl)Cl, ClCCl, OCc1cc(Cl)cc(Cl)c1. The product is O=C(Cl)OCc1cc(Cl)cc(Cl)c1. RXN SMILES: [Cl:11][C:12]([Cl:13])=[O:14].[Cl:15][CH2:16][Cl:17].[Cl:1][c:2]1[cH:3][c:4]([CH2:5][OH:6])[cH:7][c:8]([Cl:10])[cH:9]1>>[Cl:1][c:2]1[cH:3][c:4]([CH2:5][O:6][C:12]([Cl:11])=[O:14])[cH:7][c:8]([Cl:10])[cH:9]1.